Dataset: the Open Reaction Database (ORD), a public repository of structured organic reaction records. Task: describe an organic reaction: reactants, conditions, products, and yield Reactants: CNC(N)=O, CCOC(C)=O, Cc1nnnn1-c1ccc(C(CC2CCCC2)C(=O)O)cc1Cl, O=C(Cl)C(=O)Cl, Cl, Fc1ccccc1, c1ccncc1. Yields the product CNC(=O)NC(=O)C(CC1CCCC1)c1ccc(-n2nnnc2C)c(Cl)c1. RXN SMILES: [CH3:30][NH:31][C:32](=[O:33])[NH2:34].[CH3:49][CH2:50][O:51][C:52](=[O:53])[CH3:54].[Cl:1][c:2]1[cH:3][c:4]([CH:14]([C:15](=[O:16])[OH:17])[CH2:18][CH:19]2[CH2:20][CH2:21][CH2:22][CH2:23]2)[cH:5][cH:6][c:7]1-[n:8]1[n:9][n:10][n:11][c:12]1[CH3:13].[Cl:24][C:25]([C:26]([Cl:27])=[O:28])=[O:29].[ClH:41].[F:42][c:43]1[cH:44][cH:45][cH:46][cH:47][cH:48]1.[cH:35]1[cH:36][cH:37][n:38][cH:39][cH:40]1>>[Cl:1][c:2]1[cH:3][c:4]([CH:14]([C:15](=[O:16])[NH:34][C:32]([NH:31][CH3:30])=[O:33])[CH2:18][CH:19]2[CH2:20][CH2:21][CH2:22][CH2:23]2)[cH:5][cH:6][c:7]1-[n:8]1[n:9][n:10][n:11][c:12]1[CH3:13]. Reactants: BrC1=C(C=O)C=C(C=C1)C(F)(F)F (2-bromo-5-(trifluoromethyl)benzaldehyde), [BH4-].[Na+] (sodium borohydride). Solvent: C1CCOC1 (THF). Reaction conditions: time 1 hour. Product: BrC1=C(C=C(C=C1)C(F)(F)F)CO ([2-Bromo-5-(trifluoromethyl)phenyl]methanol). Yield: 86.3%. As a reaction SMILES: [Br:1][C:2]1[CH:9]=[CH:8][C:7]([C:10]([F:13])([F:12])[F:11])=[CH:6][C:3]=1[CH:4]=[O:5].[BH4-].[Na+]>C1COCC1>[Br:1][C:2]1[CH:9]=[CH:8][C:7]([C:10]([F:12])([F:13])[F:11])=[CH:6][C:3]=1[CH2:4][OH:5] |f:1.2|. Reported procedure: To a mixture of 2-bromo-5-(trifluoromethyl)benzaldehyde (5 g, 20 mmol) in THF (20 mL) at 0° C. was added sodium borohydride (0.8 g, 20 mmol). The resulting mixture was stirred at 0° C. to ambient temperature for 1 h. The reaction was quenched by addition of an aqueous solution of NaHCO3. The resulting solution was extracted with EtOAc twice. The combined extracts were washed with brine, dried (MgSO4), filtered and concentrated to give the desired alcohol as a white solid (4.4 g). 1H NMR (CDCl3) ... Product: CC(C)(C)OC(=O)NCCCC1COCc2nc3c[n+]([O-])c4ccccc4c3n21. The reactants are O=C([O-])[O-], ClCCl, [Na+], [Na+], O=C(OO)c1cccc(Cl)c1, CC(C)(C)OC(=O)NCCCC1COCc2nc3cnc4ccccc4c3n21. Reaction SMILES: [C:40](=[O:41])([O-:42])[O-:43].[Cl:46][CH2:47][Cl:48].[Na+:44].[Na+:45].[OH:29][O:30][C:31]([c:32]1[cH:33][c:34]([Cl:35])[cH:36][cH:37][cH:38]1)=[O:39].[cH:1]1[c:2]2[c:3]3[c:4]([cH:5][n:6][c:7]2[cH:8][cH:9][cH:10]1)[n:11][c:12]1[n:13]3[CH:14]([CH2:18][CH2:19][CH2:20][NH:21][C:22]([O:23][C:24]([CH3:25])([CH3:26])[CH3:27])=[O:28])[CH2:15][O:16][CH2:17]1>>[cH:1]1[c:2]2[c:3]3[c:4]([cH:5][n+:6]([O-:29])[c:7]2[cH:8][cH:9][cH:10]1)[n:11][c:12]1[n:13]3[CH:14]([CH2:18][CH2:19][CH2:20][NH:21][C:22]([O:23][C:24]([CH3:25])([CH3:26])[CH3:27])=[O:28])[CH2:15][O:16][CH2:17]1.